This data is from the Open Reaction Database (ORD), a public repository of structured organic reaction records. The task is: describe an organic reaction: reactants, conditions, products, and yield Starting materials: N(=[N+]=[N-])C1C(N(C2=C(N(C1=O)CC1CC1)C=CC=C2)CC2CC2)=O (3-Azido-2,4-dioxo-1,5-bis-(cyclopropylmethyl)-2,3,4,5-tetrahydro-1H-1,5-benzodiazepine), N1CCCNC2=C1C=CC=C2 (2,3,4,5-tetrahydro-1H-1,5-benzodiazepine). Conditions: temperature -23 celsius. Product: NC1C(N(C2=C(N(C1=O)CC1CC1)C=CC=C2)CC2CC2)=O (3-Amino-2,4-dioxo-1,5-bis-(cyclopropylmethyl)-2,3,4,5-tetrahydro-1H-1,5-benzodiazepine). RXN SMILES: [N:1]([CH:4]1[C:10](=[O:11])[N:9]([CH2:12][CH:13]2[CH2:15][CH2:14]2)[C:8]2[CH:16]=[CH:17][CH:18]=[CH:19][C:7]=2[N:6]([CH2:20][CH:21]2[CH2:23][CH2:22]2)[C:5]1=[O:24])=[N+]=[N-].N1C2C=CC=CC=2NCCC1>>[NH2:1][CH:4]1[C:10](=[O:11])[N:9]([CH2:12][CH:13]2[CH2:15][CH2:14]2)[C:8]2[CH:16]=[CH:17][CH:18]=[CH:19][C:7]=2[N:6]([CH2:20][CH:21]2[CH2:22][CH2:23]2)[C:5]1=[O:24]. Reported procedure: Following General Procedure 8-L using the product from Step B, 3-amino-2,4-dioxo-1,5-bis-cyclopropylmethyl)-2,3,4,5-tetrahydro-1H-1,5-benzodiazepine was prepared as a white solid. Purification was by flash chromatography eluting with CH2Cl2/MeOH (98:2 gradient to 95:5, with 5% NH3 in the MeOH) followed by recrystallization from warm CH2Cl2/hexanes (1:1) to −23° C. The reactants are [H][H] (hydrogen), O (water), C(C)(=O)NC=1C(=C(C(=C(C1)Cl)OC)[N+](=O)[O-])OC (5-acetamido-2,4-dimethoxy-3-nitrochlorobenzene). The reagents and catalysts are [Fe] (iron). Solvent: C(C)(=O)O (acetic acid). Reaction conditions: temperature 80 celsius. Yields the product C(C)(=O)NC=1C(=C(C(=C(C1)Cl)OC)N)OC (5-acetamido-2,4-dimethoxy-3-aminochlorobenzene). RXN SMILES: [H][H].O.[C:4]([NH:7][C:8]1[C:9]([O:20][CH3:21])=[C:10]([N+:17]([O-])=O)[C:11]([O:15][CH3:16])=[C:12]([Cl:14])[CH:13]=1)(=[O:6])[CH3:5]>[Fe].C(O)(=O)C>[C:4]([NH:7][C:8]1[C:9]([O:20][CH3:21])=[C:10]([NH2:17])[C:11]([O:15][CH3:16])=[C:12]([Cl:14])[CH:13]=1)(=[O:6])[CH3:5]. Procedure details: 253 g of powdered iron which had been reduced with hydrogen were added to 760 ml of water containing 13 ml of acetic acid and which had been previously heated to 80° C., and then 0.46 mole (126.5 g) of 5-acetamido-2,4-dimethoxy-3-nitrochlorobenzene prepared in the previous step was added gradually, with stirring. Upon completion of the additions, the reaction mixture was maintained in a boiling water bath for 15 minutes. After cooling, the reaction mixture was centrifuged. The iron slurries afte... Starting materials: ClC1=CC=C(C=C1)C(CC1=CC=C(C=C1)Cl)=O (4'-chloro-2-(4-chlorophenyl)acetophenone), O.NN (hydrazine monohydrate). Run in C(C)O (ethanol), C(C)O (ethanol). Product: ClC1=CC=C(C=C1)C(CC1=CC=C(C=C1)Cl)=NN ([4'-chloro-2-(4-chlorophenyl)acetophenone]hydrazone). Isolated yield 103.2%. Reaction SMILES: [Cl:1][C:2]1[CH:7]=[CH:6][C:5]([C:8](=O)[CH2:9][C:10]2[CH:15]=[CH:14][C:13]([Cl:16])=[CH:12][CH:11]=2)=[CH:4][CH:3]=1.O.[NH2:19][NH2:20]>C(O)C>[Cl:1][C:2]1[CH:7]=[CH:6][C:5]([C:8](=[N:19][NH2:20])[CH2:9][C:10]2[CH:15]=[CH:14][C:13]([Cl:16])=[CH:12][CH:11]=2)=[CH:4][CH:3]=1 |f:1.2|. Reported procedure: 1.33 g (5 mmol) of 4'-chloro-2-(4-chlorophenyl)acetophenone was dissolved in 25 ml of ethanol, and 1.25 g (25 mmol) of hydrazine monohydrate was added thereto. The mixture was refluxed under heating for 2 hours. After completion of the reaction, ethanol was distilled off under reduced pressure, and water was added to the residue. The mixture was extracted with dichloromethane. The extract was dried over anhydrous sodium sulfate. Then, the solvent was distilled off to obtain 1.44 g of [4'-chloro-... The yield is 55.0%. The product is ClC1=CC=C(CN2CCN(CC2)CCCNC(=O)NC2CCCCC2)C=C1 (1-{3-[4-(4-chlorobenzyl)piperazin-1-yl]-propyl}-3-cyclohexylurea). The solvent is O1CCCC1 (tetrahydrofuran). Reported procedure: A solution of 1-(3-aminopropyl)-4-(4-chlorobenzyl)-piperazine (2.0 g; 7.5 mmole) and cyclohexyl isocyanate (1.6 g; 12.8 mmole) in tetrahydrofuran (5 ml) was stirred at room temperature for 30 minutes. The reaction mixture was evaporated under reduced pressure, and the residual oil was dissolved in ethanol (10 ml). The crude product was precipitated as a white solid by the addition of water, collected at filtration and recrystallized twice from cyclohexane to yield 1-{3-[4-(4-chlorobenzyl)piperaz... Reaction SMILES: [NH2:1][CH2:2][CH2:3][CH2:4][N:5]1[CH2:10][CH2:9][N:8]([CH2:11][C:12]2[CH:17]=[CH:16][C:15]([Cl:18])=[CH:14][CH:13]=2)[CH2:7][CH2:6]1.[CH:19]1([N:25]=[C:26]=[O:27])[CH2:24][CH2:23][CH2:22][CH2:21][CH2:20]1>O1CCCC1>[Cl:18][C:15]1[CH:14]=[CH:13][C:12]([CH2:11][N:8]2[CH2:9][CH2:10][N:5]([CH2:4][CH2:3][CH2:2][NH:1][C:26]([NH:25][CH:19]3[CH2:24][CH2:23][CH2:22][CH2:21][CH2:20]3)=[O:27])[CH2:6][CH2:7]2)=[CH:17][CH:16]=1. Reactants: NCCCN1CCN(CC1)CC1=CC=C(C=C1)Cl (1-(3-aminopropyl)-4-(4-chlorobenzyl)-piperazine), C1(CCCCC1)N=C=O (cyclohexyl isocyanate). Reactants: C(C)(C)(C)O[C@H](C(=O)OCC)C1=C(C2=CC=CC=C2C=C1C=O)C1=CC=C(C=C1)Cl ((S)-ethyl 2-tert-butoxy-2-(1-(4-chlorophenyl)-3-formylnaphthalen-2-yl)acetate), [BH4-].[Na+] (NaBH4). Run in C1CCOC1.CO (THF MeOH). Reaction conditions: temperature 0 celsius, time 2 hour. Yields the product C(C)(C)(C)O[C@H](C(=O)OCC)C1=C(C2=CC=CC=C2C=C1CO)C1=CC=C(C=C1)Cl ((S)-ethyl 2-tert-butoxy-2-(1-(4-chlorophenyl)-3-(hydroxymethyl)naphthalen-2-yl)acetate). Yield: 66.2%. Reaction SMILES: [C:1]([O:5][C@@H:6]([C:12]1[C:21]([CH:22]=[O:23])=[CH:20][C:19]2[C:14](=[CH:15][CH:16]=[CH:17][CH:18]=2)[C:13]=1[C:24]1[CH:29]=[CH:28][C:27]([Cl:30])=[CH:26][CH:25]=1)[C:7]([O:9][CH2:10][CH3:11])=[O:8])([CH3:4])([CH3:3])[CH3:2].[BH4-].[Na+]>C1COCC1.CO>[C:1]([O:5][C@@H:6]([C:12]1[C:21]([CH2:22][OH:23])=[CH:20][C:19]2[C:14](=[CH:15][CH:16]=[CH:17][CH:18]=2)[C:13]=1[C:24]1[CH:25]=[CH:26][C:27]([Cl:30])=[CH:28][CH:29]=1)[C:7]([O:9][CH2:10][CH3:11])=[O:8])([CH3:2])([CH3:3])[CH3:4] |f:1.2,3.4|. Reported procedure: To a solution of (S)-ethyl 2-tert-butoxy-2-(1-(4-chlorophenyl)-3-formylnaphthalen-2-yl)acetate (12 mg, 0.0283 mmol) in DCM/EtOH (1/1, 1 mL) at 0° C., was added NaBH4 (2 mg, 0.053 mmol) and the reaction mixture stirred at 0° C. for 2 h. The reaction was quenched by adding sat. NH4Cl. The resulting mixture was extracted with DCM, dried over MgSO4, filtered, concentrated in vacuo and purified by flash column chromatography (silica gel, ethyl acetate/hexanes) to provide 8 mg of the desired product. ... Starting materials: [BH4-], [Br-], Cc1ccccc1, CCO, [Mg+]C1CCCCC1, [Na+], O, N#CC1(c2ccccc2)CCC1. Yields the product c1ccc(C2(CNC3CCCCC3)CCC2)cc1. Reaction SMILES: [BH4-:28].[Br-:13].[CH3:21][c:22]1[cH:23][cH:24][cH:25][cH:26][cH:27]1.[CH3:30][CH2:31][OH:32].[CH:14]1([Mg+:20])[CH2:15][CH2:16][CH2:17][CH2:18][CH2:19]1.[Na+:29].[OH2:33].[c:1]1([C:7]2([C:11]#[N:12])[CH2:8][CH2:9][CH2:10]2)[cH:2][cH:3][cH:4][cH:5][cH:6]1>>[c:1]1([C:7]2([CH2:11][NH:12][CH:14]3[CH2:15][CH2:16][CH2:17][CH2:18][CH2:19]3)[CH2:8][CH2:9][CH2:10]2)[cH:2][cH:3][cH:4][cH:5][cH:6]1. Starting materials: CC(C)(C)c1ccc(N2CCc3cccc([N+](=O)[O-])c3C2=O)cc1, CCOC(C)=O. Yields the product CC(C)(C)c1ccc(N2CCc3cccc(N)c3C2=O)cc1. As a reaction SMILES: [C:1]([CH3:2])([CH3:3])([CH3:4])[c:5]1[cH:6][cH:7][c:8]([N:11]2[C:12](=[O:24])[c:13]3[c:14]([N+:21]([O-:22])=[O:23])[cH:15][cH:16][cH:17][c:18]3[CH2:19][CH2:20]2)[cH:9][cH:10]1.[CH3:25][CH2:26][O:27][C:28]([CH3:29])=[O:30]>>[C:1]([CH3:2])([CH3:3])([CH3:4])[c:5]1[cH:6][cH:7][c:8]([N:11]2[C:12](=[O:24])[c:13]3[c:14]([NH2:21])[cH:15][cH:16][cH:17][c:18]3[CH2:19][CH2:20]2)[cH:9][cH:10]1.